This data is from the Open Reaction Database (ORD), a public repository of structured organic reaction records. The task is: describe an organic reaction: reactants, conditions, products, and yield Starting materials: BrCCCCCCBr (1,6-dibromohexane), C(C=C)NC (N-allyl-methyl-amine), OC(CC1=NSC2=C1C=CC(=C2)O)C=C(C)C ((RS)-3-(2-hydroxy-4-methyl-pent-3-enyl)-benzo[d]isothiazol-6-ol). Yields the product 1d, BrCCCCCCOC1=CC2=C(C(=NS2)CC(C=C(C)C)O)C=C1 ((RS)-1-[6-(6-bromo-hexyloxy)-benzo[d]isothiazol-3-yl]-4-methyl-pent-3-en-2-ol), C(C=C)N(CCCCCCOC1=CC2=C(C(=NS2)CC(C=C(C)C)O)C=C1)C ((RS)-1-[6-[6-(allyl-methyl-amino)-hexyloxy]-benzo[d]isothiazol-3-yl]-4-methyl-pent-3-en-2-ol). RXN SMILES: [OH:1][CH:2]([CH:14]=[C:15]([CH3:17])[CH3:16])[CH2:3][C:4]1[C:8]2[CH:9]=[CH:10][C:11]([OH:13])=[CH:12][C:7]=2[S:6][N:5]=1.[Br:18][CH2:19][CH2:20][CH2:21][CH2:22][CH2:23][CH2:24]Br.[CH2:26]([NH:29][CH3:30])[CH:27]=[CH2:28]>>[Br:18][CH2:19][CH2:20][CH2:21][CH2:22][CH2:23][CH2:24][O:13][C:11]1[CH:10]=[CH:9][C:8]2[C:4]([CH2:3][CH:2]([OH:1])[CH:14]=[C:15]([CH3:17])[CH3:16])=[N:5][S:6][C:7]=2[CH:12]=1.[CH2:26]([N:29]([CH3:30])[CH2:19][CH2:20][CH2:21][CH2:22][CH2:23][CH2:24][O:13][C:11]1[CH:10]=[CH:9][C:8]2[C:4]([CH2:3][CH:2]([OH:1])[CH:14]=[C:15]([CH3:17])[CH3:16])=[N:5][S:6][C:7]=2[CH:12]=1)[CH:27]=[CH2:28]. Procedure: From (RS)-3-(2-hydroxy-4-methyl-pent-3-enyl)-benzo[d]isothiazol-6-ol (Ex. 7b) with 1,6-dibromohexane and N-allyl-methyl-amine and salt formation (analogously to Ex. 1d) via (RS)-1-[6-(6-bromo-hexyloxy)-benzo[d]isothiazol-3-yl]-4-methyl-pent-3-en-2-ol there is obtained (RS)-1-[6-[6-(allyl-methyl-amino)-hexyloxy]-benzo[d]isothiazol-3-yl]-4-methyl-pent-3-en-2-ol.fumarate (1:1), MS: m/e 403 (M+H+), The reactants are CC(C)(C)OC(=O)NC1CCC(N2CCC(NC(=O)OCc3ccccc3)C2=O)C(CSc2ccccc2)C1, CCO, [Ni], O. Yields the product CC1CC(NC(=O)OC(C)(C)C)CCC1N1CCC(NC(=O)OCc2ccccc2)C1=O. Reaction SMILES: [CH2:1]([c:2]1[cH:3][cH:4][cH:5][cH:6][cH:7]1)[O:8][C:9](=[O:10])[NH:11][CH:12]1[C:13](=[O:39])[N:14]([CH:17]2[CH:18]([CH2:31][S:32][c:33]3[cH:34][cH:35][cH:36][cH:37][cH:38]3)[CH2:19][CH:20]([NH:23][C:24]([O:25][C:26]([CH3:27])([CH3:28])[CH3:29])=[O:30])[CH2:21][CH2:22]2)[CH2:15][CH2:16]1.[CH3:40][CH2:41][OH:42].[Ni:44].[OH2:43]>>[CH2:1]([c:2]1[cH:3][cH:4][cH:5][cH:6][cH:7]1)[O:8][C:9](=[O:10])[NH:11][CH:12]1[C:13](=[O:39])[N:14]([CH:17]2[CH:18]([CH3:31])[CH2:19][CH:20]([NH:23][C:24]([O:25][C:26]([CH3:27])([CH3:28])[CH3:29])=[O:30])[CH2:21][CH2:22]2)[CH2:15][CH2:16]1. The reactants are Cl (hydrochloric acid), C(C)OC(COC1=CC=C(CC2C(NC(S2)=O)=O)C=C1)OCC (5-[4-(2,2-diethoxyethoxy)benzyl]thiazolidine-2,4-dione). Solvent: O1CCCC1 (tetrahydrofuran). Run at time 8 hour. The product is O=CCOC1=CC=C(CC2C(NC(S2)=O)=O)C=C1 (5-[4-(2-Oxoethoxy)benzyl]thiazolidine-2,4-dione). Yield: 75.2%. Reaction SMILES: Cl.C([O:4][CH:5](OCC)[CH2:6][O:7][C:8]1[CH:21]=[CH:20][C:11]([CH2:12][CH:13]2[S:17][C:16](=[O:18])[NH:15][C:14]2=[O:19])=[CH:10][CH:9]=1)C>O1CCCC1>[O:4]=[CH:5][CH2:6][O:7][C:8]1[CH:21]=[CH:20][C:11]([CH2:12][CH:13]2[S:17][C:16](=[O:18])[NH:15][C:14]2=[O:19])=[CH:10][CH:9]=1. Procedure: 20 ml of 6N aqueous hydrochloric acid were added to a solution of 10.07 g of 5-[4-(2,2-diethoxyethoxy)benzyl]thiazolidine-2,4-dione (prepared as described in Preparation 46) in 80 ml of tetrahydrofuran, and the resulting mixture was allowed to stand overnight at room temperature. At the end of this time, the reaction mixture was freed from the solvent by distillation under reduced pressure. The residue was diluted with water, after which it was extracted with ethyl acetate. The extract was dried... The reactants are C(CCC)[Li] (n-butyllithium), BrC=1C=C(C=CC1)C (3-bromotoluene), O1CCCC1 (tetrahydrofuran), Weinreb amide, C(C1=CC(C(=O)Cl)=CC=C1)(=O)Cl (isophthaloyl dichloride). The solvent is hexanes. Run at temperature -78 celsius, time 5 minute. Yields the product CC=1C=C(C(=O)C2=CC(=CC=C2)C(C2=CC(=CC=C2)C)=O)C=CC1 (1-(3-methylbenzoyl),3-(3-methylbenzoyl)benzene). Yield: 72.0%. As a reaction SMILES: Br[C:2]1[CH:3]=[C:4]([CH3:8])[CH:5]=[CH:6][CH:7]=1.[CH2:9]([Li])[CH2:10][CH2:11][CH3:12].[C:14](Cl)(=[O:24])[C:15]1[CH:23]=[CH:22][CH:21]=[C:17]([C:18](Cl)=[O:19])[CH:16]=1.O1C[CH2:29][CH2:28][CH2:27]1>>[CH3:12][C:11]1[CH:27]=[C:28]([CH:29]=[CH:9][CH:10]=1)[C:14]([C:15]1[CH:23]=[CH:22][CH:21]=[C:17]([C:18](=[O:19])[C:6]2[CH:7]=[CH:2][CH:3]=[C:4]([CH3:8])[CH:5]=2)[CH:16]=1)=[O:24]. Reported procedure: 3-bromotoluene (6.684 g, 39.08 mmol) was dissolved in anhydrous tetrahydrofuran (30 mL) under an inert atmosphere of nitrogen. The solution was stirred for 5 min and cooled to −78° C. followed by the dropwise addition of n-butyllithium in hexanes (2.5M; 13.6 mL). After stirring for 3.5 h, the Weinreb amide of isophthaloyl dichloride was added dropwise and the solution was stirred for 1 h at −78° C. The reaction mixture was quenched with 1 M HCl (40 mL) and the products were extracted with dichlo...